From a dataset of the Open Reaction Database (ORD), a public repository of structured organic reaction records. describe an organic reaction: reactants, conditions, products, and yield The reactants are BrBr (bromine), C[O-].[Na+] (sodium methoxide), C(C)C=1C=C(C=CC1)C=C (3-ethyl-1-vinylbenzene), B#B (diborane). The solvent is CO (methanol), O1CCCC1 (tetrahydrofuran), CO (methanol). Conditions: temperature 0 celsius, time 30 minute. Product: BrCCC1=CC(=CC=C1)CC (1-(2-Bromoethyl)-3-ethylbenzene). The yield is 27.6%. As a reaction SMILES: [CH2:1]([C:3]1[CH:4]=[C:5]([CH:9]=[CH2:10])[CH:6]=[CH:7][CH:8]=1)[CH3:2].B#B.[Br:13]Br.C[O-].[Na+]>O1CCCC1.CO>[Br:13][CH2:10][CH2:9][C:5]1[CH:6]=[CH:7][CH:8]=[C:3]([CH2:1][CH3:2])[CH:4]=1 |f:3.4|. Procedure details: To a solution of 3-ethyl-1-vinylbenzene (Preparation 20, 1.45 g, 10.9 mmol) in anhydrous tetrahydrofuran (50 ml) under nitrogen at 0° C. was added diborane (1.0M solution in tetrahydrofuran, 4 ml, 4 mmol) dropwise over 30 min. After 30 min at room temperature, methanol (0.1 ml) was added to destroy excess diborane. The reaction mixture was cooled to 0° C., and bromine (0.59 ml, 11 mmol) and a solution of sodium methoxide in methanol (12.1 mmol) were added via separate syringes at such a rate tha... Reactants: C(=S)(Cl)Cl (Thiophosgene), NC=1C=C(C(=NC1)C#N)C (5-amino-3-methylpicolinonitrile), NC=1C=C(C(=NC1)C#N)C (5-amino-3-methylpicolinonitrile), O (water). Solvent: C(Cl)(Cl)Cl (CHCl3). Reaction conditions: time 8 hour. Yields the product N(=C=S)C=1C=C(C(=NC1)C#N)C (5-isothiocyanato-3-methylpicolinonitrile). The yield is 82.7%. As a reaction SMILES: [C:1](Cl)(Cl)=[S:2].[NH2:5][C:6]1[CH:7]=[C:8]([CH3:14])[C:9]([C:12]#[N:13])=[N:10][CH:11]=1.O>C(Cl)(Cl)Cl>[N:5]([C:6]1[CH:7]=[C:8]([CH3:14])[C:9]([C:12]#[N:13])=[N:10][CH:11]=1)=[C:1]=[S:2]. Reported procedure: Thiophosgene (0.24 mL, 3.1 mmol) was added to a stirred biphasic solution of 5-amino-3-methylpicolinonitrile (Intermediate 2, 275 mg, 2.07 mmol) in CHCl3 (6 mL)/water (10 mL) and the resulting orange mixture was stirred at room temperature overnight. The two layers were separated and the aqueous layer was extracted with DCM (3×). The organics were combined, washed with a saturated solution of sodium bicarbonate (2×), dried over sodium sulfate, and evaporated to dryness to afford 300 mg of 5-isot... Reactants: C1(CCCC1)NC1=C(NC=2N1N=CC2C#N)C2=C(C=C(C=C2)F)OC (3-(cyclopentylamino)-2-(4-fluoro-2-methoxyphenyl)-1H-imidazo[1,2-b]pyrazole-7-carbonitrile), CS(=O)C (DMSO). Conditions: time 60 day. The product is NC1=C(C=NN1/C(/C(=O)C1=C(C=C(C=C1)F)OC)=N/C1CCCC1)C#N ((E)-5-Amino-1-(1-(cyclopentylimino)-2-(4-fluoro-2-methoxyphenyl)-2-oxoethyl)-1H-pyrazole-4-carbonitrile). The yield is 35.0%. Reaction SMILES: [CH:1]1([NH:6][C:7]2[N:11]3[N:12]=[CH:13][C:14]([C:15]#[N:16])=[C:10]3[NH:9][C:8]=2[C:17]2[CH:22]=[CH:21][C:20]([F:23])=[CH:19][C:18]=2[O:24][CH3:25])[CH2:5][CH2:4][CH2:3][CH2:2]1.CS(C)=[O:28]>>[NH2:9][C:10]1[N:11](/[C:7](=[N:6]/[CH:1]2[CH2:5][CH2:4][CH2:3][CH2:2]2)/[C:8]([C:17]2[CH:22]=[CH:21][C:20]([F:23])=[CH:19][C:18]=2[O:24][CH3:25])=[O:28])[N:12]=[CH:13][C:14]=1[C:15]#[N:16]. Procedure: A light yellow solution of 3-(cyclopentylamino)-2-(4-fluoro-2-methoxyphenyl)-1H-imidazo[1,2-b]pyrazole-7-carbonitrile (130 mg, 0.383 mmol) in DMSO (5 mL) was kept at RT in a 10 mL vial. The resulting light yellow solution was stored for 60 days. Then, the crude compound in DMSO was purified by using an HPLC column chromatography using acetonitrile and ammonium acetate as eluent. The desired peak was collected and the solvent was removed under vacuum to obtain 48 mg (35% yield) of (E)-5-Amino-1-(... RXN SMILES: [Cl:1][C:2]1[CH:7]=[C:6]([C:8]([F:11])([F:10])[F:9])[CH:5]=[CH:4][C:3]=1/[CH:12]=[CH:13]/[N+:14]([O-])=O.[H-].[H-].[H-].[H-].[Li+].[Al+3]>C1COCC1>[Cl:1][C:2]1[CH:7]=[C:6]([C:8]([F:10])([F:11])[F:9])[CH:5]=[CH:4][C:3]=1[CH2:12][CH2:13][NH2:14] |f:1.2.3.4.5.6|. Run in C1CCOC1 (THF). Isolated yield 42.1%. The reactants are ClC1=C(C=CC(=C1)C(F)(F)F)\C=C\[N+](=O)[O-] ((E)-2-chloro-1-(2-nitrovinyl)-4-(trifluoromethyl)benzene), [H-].[H-].[H-].[H-].[Li+].[Al+3] (LAH). Procedure: (E)-2-chloro-1-(2-nitrovinyl)-4-(trifluoromethyl)benzene (160 mg, 0.636 mmol) was diluted with THF (1 mL), placed under nitrogen and cooled to 0° C. LAH (2544 μL, 2.54 mmol) was added dropwise and the reaction was stirred for 5 hours warming to ambient temperature. The reaction was cooled to 0° C. and quenched with 100 μL of water, 100 μL of 15% NaOH and 300 μL water. After stirring for 1 hour, ethyl acetate and MgSO4 was added. The reaction mixture was filtered and concentrated to yield 2-(2-ch... Run at temperature 0 celsius, time 5 hour. Product: ClC1=C(C=CC(=C1)C(F)(F)F)CCN (2-(2-chloro-4-(trifluoromethyl)phenyl)ethanamine). Reactants: OCc1ccc(NC2CCN(Cc3ccccc3)CC2)nc1, CCOC(C)=O, O=[Mn]=O. The product is O=Cc1ccc(NC2CCN(Cc3ccccc3)CC2)nc1. Reaction SMILES: [CH2:1]([c:2]1[cH:3][cH:4][cH:5][cH:6][cH:7]1)[N:8]1[CH2:9][CH2:10][CH:11]([NH:14][c:15]2[cH:16][cH:17][c:18]([CH2:21][OH:22])[cH:19][n:20]2)[CH2:12][CH2:13]1.[CH3:23][CH2:24][O:25][C:26]([CH3:27])=[O:28].[O:29]=[Mn:30]=[O:31]>>[CH2:1]([c:2]1[cH:3][cH:4][cH:5][cH:6][cH:7]1)[N:8]1[CH2:9][CH2:10][CH:11]([NH:14][c:15]2[cH:16][cH:17][c:18]([CH:21]=[O:22])[cH:19][n:20]2)[CH2:12][CH2:13]1. Reactants: O1CCN(CC1)C=1C=2N(N=CC1)C=C(N2)C=O (8-Morpholinoimidazo[1,2-b]pyridazine-2-carbaldehyde), IC1=CC=CC=C1 (iodobenzene). Product: O1CCN(CC1)C=1C=2N(N=CC1)C(=C(N2)C=O)C2=CC=CC=C2 (8-Morpholino-3-phenylimidazo[1,2-b]pyridazine-2-carbaldehyde). Reaction SMILES: [O:1]1[CH2:6][CH2:5][N:4]([C:7]2[C:8]3[N:9]([CH:13]=[C:14]([CH:16]=[O:17])[N:15]=3)[N:10]=[CH:11][CH:12]=2)[CH2:3][CH2:2]1.I[C:19]1[CH:24]=[CH:23][CH:22]=[CH:21][CH:20]=1>>[O:1]1[CH2:2][CH2:3][N:4]([C:7]2[C:8]3[N:9]([C:13]([C:19]4[CH:24]=[CH:23][CH:22]=[CH:21][CH:20]=4)=[C:14]([CH:16]=[O:17])[N:15]=3)[N:10]=[CH:11][CH:12]=2)[CH2:5][CH2:6]1. Procedure details: Compound 5e (300 mg, 1.3 mmol) was coupled with iodobenzene (0.21 mL, 1.9 mmol) according to the procedures described in Example 20, Step A to afford compound 74a. 1H NMR (400 MHz, CDCl3) δ (ppm): 10.11 (s, 1H), 8.09 (d, J=5.6 Hz, 1H), 7.73 (d, J=8.1 Hz, 2H), 7.44-7.63 (m, 3H), 6.13 (d, J=5.6 Hz, 1H), 4.04-4.16 (m, 4H), 3.80-4.02 (m, 4H). Starting materials: CC1=C(OCCN2CCCC2)C(=CC(=C1)[N+](=O)[O-])C (1-[2-(2,6-dimethyl-4-nitrophenoxy)ethyl]pyrrolidine), C(=O)[O-].[NH4+] (ammonium formate). The reagents and catalysts are [Pd] (palladium on charcoal). Solvent: C(C)O (ethanol). The product is NC1=CC(=C(OCCN2CCCC2)C(=C1)C)C (1-[2-(4-amino-2,6-dimethylphenoxy)ethyl]pyrrolidine), desired product. RXN SMILES: [CH3:1][C:2]1[CH:15]=[C:14]([N+:16]([O-])=O)[CH:13]=[C:12]([CH3:19])[C:3]=1[O:4][CH2:5][CH2:6][N:7]1[CH2:11][CH2:10][CH2:9][CH2:8]1.C([O-])=O.[NH4+]>C(O)C.[Pd]>[NH2:16][C:14]1[CH:13]=[C:12]([CH3:19])[C:3]([O:4][CH2:5][CH2:6][N:7]2[CH2:11][CH2:10][CH2:9][CH2:8]2)=[C:2]([CH3:1])[CH:15]=1 |f:1.2|. Reported procedure: A solution of 2-chloro-9-methoxybenzo[h]-5,6-dihydroquinazoline (50 mg, 0.20 mmol) and 1-[2-(4-amino-2,6-dimethylphenoxy)ethyl]pyrrolidine (47 mg, 0.20 mmol) in ethoxyethanol (2 ml) was treated with hydrogen chloride (0.2 ml of 1.0M HCl in diethyl ether, 0.20 mmol). The resulting mixture was heated at reflux for 6 h, then allowed to cool to room temperature. The mixture was partitioned between ethyl acetate and saturated aqueous sodium bicarbonate, the organic phase dried (MgSO4) and evaporated....